From a dataset of the Open Reaction Database (ORD), a public repository of structured organic reaction records. describe an organic reaction: reactants, conditions, products, and yield The product is COC=1C=C(C=C(C1)OC)C(CC1=CC=C(C=C1)OC)=O (1-(3,5-dimethoxyphenyl)-2-(4-methoxyphenyl)ethanone). RXN SMILES: B(O)(O)O.[CH3:5][O:6][C:7]1[CH:8]=[C:9]([C:15](=[O:29])[CH:16]([C:21]2[CH:26]=[CH:25][C:24]([O:27][CH3:28])=[CH:23][CH:22]=2)C(OC)=O)[CH:10]=[C:11]([O:13][CH3:14])[CH:12]=1>CC(OC)(C)C>[CH3:5][O:6][C:7]1[CH:8]=[C:9]([C:15](=[O:29])[CH2:16][C:21]2[CH:26]=[CH:25][C:24]([O:27][CH3:28])=[CH:23][CH:22]=2)[CH:10]=[C:11]([O:13][CH3:14])[CH:12]=1. Procedure details: 26.7 g of boric acid (0.43 mol) and 74.4 g of crude methyl 3-(3,5-dimethoxyphenyl)-2-(4-methoxyphenyl)-3-oxopropionate (0.216 mol) prepared according to Example 1 are introduced into a round-bottomed flask equipped with a distillation head. Heating is carried out, the temperature being brought gradually to 100° C. for 1 h, 120° C. for 1 h, 140° C. for 1 h and then 160° C. for 4 h while distilling off light products. The mixture is cooled to 80° C., 250 ml of water and then 200 ml of toluene are ... Reactants: B(O)(O)O (boric acid), COC=1C=C(C=C(C1)OC)C(C(C(=O)OC)C1=CC=C(C=C1)OC)=O (methyl 3-(3,5-dimethoxyphenyl)-2-(4-methoxyphenyl)-3-oxopropionate). Conditions: temperature 80 celsius, time 1 hour. Yield: 54.3%. Run in CC(C)(C)OC (MTBE).